From a dataset of the Open Reaction Database (ORD), a public repository of structured organic reaction records. describe an organic reaction: reactants, conditions, products, and yield Starting materials: [BH4-], CCOC(=O)C1C(=O)CC2CC3(CC21)OCCO3, CCO, ClC(Cl)Cl, [Na+]. Product: CCOC(=O)C1C(O)CC2CC3(CC21)OCCO3. As a reaction SMILES: [BH4-:23].[CH2:1]1[O:2][C:3]2([CH2:4][CH:5]3[CH2:6][C:7](=[O:16])[CH:8]([C:11](=[O:12])[O:13][CH2:14][CH3:15])[CH:9]3[CH2:10]2)[O:17][CH2:18]1.[CH3:25][CH2:26][OH:27].[Cl:19][CH:20]([Cl:21])[Cl:22].[Na+:24]>>[CH2:1]1[O:2][C:3]2([CH2:4][CH:5]3[CH2:6][CH:7]([OH:16])[CH:8]([C:11](=[O:12])[O:13][CH2:14][CH3:15])[CH:9]3[CH2:10]2)[O:17][CH2:18]1.